describe an organic reaction: reactants, conditions, products, and yield From a dataset of the Open Reaction Database (ORD), a public repository of structured organic reaction records. Starting materials: O=C1C(CO)OC(c2ccccc2Cl)c2cc(Cl)ccc2N1Cc1ccccc1, CC(C)=O. Product: O=C(O)C1OC(c2ccccc2Cl)c2cc(Cl)ccc2N(Cc2ccccc2)C1=O. As a reaction SMILES: [CH2:1]([c:2]1[cH:3][cH:4][cH:5][cH:6][cH:7]1)[N:8]1[C:9](=[O:29])[CH:10]([CH2:27][OH:28])[O:11][CH:12]([c:20]2[c:21]([Cl:26])[cH:22][cH:23][cH:24][cH:25]2)[c:13]2[c:14]1[cH:15][cH:16][c:17]([Cl:19])[cH:18]2.[CH3:30][C:31]([CH3:32])=[O:33]>>[CH2:1]([c:2]1[cH:3][cH:4][cH:5][cH:6][cH:7]1)[N:8]1[C:9](=[O:29])[CH:10]([C:27](=[O:28])[OH:33])[O:11][CH:12]([c:20]2[c:21]([Cl:26])[cH:22][cH:23][cH:24][cH:25]2)[c:13]2[c:14]1[cH:15][cH:16][c:17]([Cl:19])[cH:18]2. Reactants: COC1=C(C=C2C(=N1)NC(=N2)SCC2=NC=CC(=C2C)OC)C (5-Methoxy-2-(((4-methoxy-3-methyl-2-pyridinyl)methyl)thio)-6-methyl-3H-imidazo[4,5-b]pyridine), ClC1=CC(=CC=C1)C(=O)OO (Metachloroperbenzoic acid), C([O-])(O)=O.[Na+] (sodium bicarbonate). Run in CO (methanol), C1(=CC=CC=C1)C (toluene), C1(=CC=CC=C1)C (toluene), CO (methanol). Run at temperature -30 celsius, time 2 hour. Yields the product COC1=C(C=C2C(=N1)NC(=N2)S(=O)CC2=NC=CC(=C2C)OC)C (5-Methoxy-2-(((4-methoxy-3-methyl-2-pyridinyl)methyl)sulfinyl)-6-methyl-3H-imidazo[4,5-b]pyridine). The yield is 79.7%. As a reaction SMILES: [CH3:1][O:2][C:3]1[N:8]=[C:7]2[NH:9][C:10]([S:12][CH2:13][C:14]3[C:19]([CH3:20])=[C:18]([O:21][CH3:22])[CH:17]=[CH:16][N:15]=3)=[N:11][C:6]2=[CH:5][C:4]=1[CH3:23].ClC1C=CC=C(C(OO)=[O:32])C=1.C(=O)(O)[O-].[Na+]>CO.C1(C)C=CC=CC=1>[CH3:1][O:2][C:3]1[N:8]=[C:7]2[NH:9][C:10]([S:12]([CH2:13][C:14]3[C:19]([CH3:20])=[C:18]([O:21][CH3:22])[CH:17]=[CH:16][N:15]=3)=[O:32])=[N:11][C:6]2=[CH:5][C:4]=1[CH3:23] |f:2.3|. Procedure details: 5-Methoxy-2-(((4-methoxy-3-methyl-2-pyridinyl)methyl)thio)-6-methyl-3H-imidazo[4,5-b]pyridine (784 mg, 2.37 mmol) was dissolved in a mixture of methanol (6 ml) and toluene (54 ml). Metachloroperbenzoic acid (566 mg) in a mixture solution of methanol (3 ml) and toluene (3 ml) were added thereto at −40° C. under nitrogen flow, and the reaction mixture was stirred at −20 to −40° C. for 2 hours. After the reaction was completed, a sodium bicarbonate solution was added, and the organic layer was sepa... RXN SMILES: [CH2:1]([N:3]([CH2:25][CH3:26])[CH2:4][CH2:5][CH2:6][CH2:7][CH2:8][CH2:9][NH:10][C:11]1[CH:12]=[C:13]([O:23][CH3:24])[C:14]([F:22])=[C:15]2[C:20]=1[N:19]=[CH:18][CH:17]=[C:16]2[CH3:21])[CH3:2].S([O-])([O-])(=O)=O.[Mg+2].[ClH:33]>CCOCC>[ClH:33].[ClH:33].[CH2:25]([N:3]([CH2:1][CH3:2])[CH2:4][CH2:5][CH2:6][CH2:7][CH2:8][CH2:9][NH:10][C:11]1[CH:12]=[C:13]([O:23][CH3:24])[C:14]([F:22])=[C:15]2[C:20]=1[N:19]=[CH:18][CH:17]=[C:16]2[CH3:21])[CH3:26] |f:1.2,5.6.7|. Run in CCOCC (ether). Procedure: A solution of 28.1 g (0.0779 mole) of 8-(6-diethylaminohexylamino)-5-fluoro-6-methoxy-4-methylquinoline in ether (1.0 l) was dried over anhydrous magnesium sulfate then saturated with anhydrous hydrogen chloride. The gummy solid which separated was collected then recrystallized from ethanol-ether (2:5) (1.4 l); yield 27.3 g (80.8% recovery); mp 263°-269°. Yields the product Cl.Cl.C(C)N(CCCCCCNC=1C=C(C(=C2C(=CC=NC12)C)F)OC)CC (8-(6-Diethylaminohexylamino)-5-fluoro-6-methoxy-4-methylquinoline Dihydrochloride). Reactants: C(C)N(CCCCCCNC=1C=C(C(=C2C(=CC=NC12)C)F)OC)CC (8-(6-diethylaminohexylamino)-5-fluoro-6-methoxy-4-methylquinoline), S(=O)(=O)([O-])[O-].[Mg+2] (magnesium sulfate), Cl (hydrogen chloride). The reactants are NC=1C(=C(C(=CC1)OC)C1CCCC(N1CC1=NC2=CC=CC=C2C=C1)=O)O (6-(3-amino-2-hydroxy-6-methoxyphenyl)-1-(quinolin-2-ylmethyl)piperidin-2-one), CC=1C=CC(=CC1)S(=O)(=O)O (p-TsOH), C(OCC)(OCC)OCC (triethyl orthoformate). The solvent is CCOC(=O)C (AcOEt). Run at temperature 100 celsius. Yields the product COC1=C(C2=C(N=CO2)C=C1)C1CCCC(N1CC1=NC2=CC=CC=C2C=C1)=O (6-(6-methoxybenzo[d]oxazol-7-yl)-1-(quinolin-2-ylmethyl)piperidin-2-one). Reaction SMILES: [NH2:1][C:2]1[C:3]([OH:28])=[C:4]([CH:10]2[N:15]([CH2:16][C:17]3[CH:26]=[CH:25][C:24]4[C:19](=[CH:20][CH:21]=[CH:22][CH:23]=4)[N:18]=3)[C:14](=[O:27])[CH2:13][CH2:12][CH2:11]2)[C:5]([O:8][CH3:9])=[CH:6][CH:7]=1.[CH3:29]C1C=CC(S(O)(=O)=O)=CC=1.C(OCC)(OCC)OCC>CCOC(C)=O>[CH3:9][O:8][C:5]1[CH:6]=[CH:7][C:2]2[N:1]=[CH:29][O:28][C:3]=2[C:4]=1[CH:10]1[N:15]([CH2:16][C:17]2[CH:26]=[CH:25][C:24]3[C:19](=[CH:20][CH:21]=[CH:22][CH:23]=3)[N:18]=2)[C:14](=[O:27])[CH2:13][CH2:12][CH2:11]1. Procedure details: A mixture of 6-(3-amino-2-hydroxy-6-methoxyphenyl)-1-(quinolin-2-ylmethyl)piperidin-2-one (100 mg; 0.26 mmol; synthesis described in example 279), commercially available p-TsOH (2 mg; 0.01 mmol), and commercially available triethyl orthoformate (264 mg; 1.69 mmol) was refluxed (100° C.) for 1 h. After cooling to rt, AcOEt was added, and the obtained mixture was filtered over a pad of celite. The filtrate was then washed with water and brine, and the mixed aq. layers were further extracted with A... Reactants: ClCCS(=O)(=O)C1=CC=C(C=C1)O (4-(2-chloro-ethanesulfonyl)-phenol), C(C1=CC=CC=C1)C1CCNCC1 (4-benzylpiperidine). The solvent is C(Cl)Cl (CH2Cl2). Reaction conditions: time 16 hour. Yields the product C(C1=CC=CC=C1)C1CCN(CC1)CCS(=O)(=O)C1=CC=C(C=C1)O (4[-2-(4-Benzyl-piperidine-1-yl)-ethanesulfonyl]-phenol). Isolated yield 38.7%. Reaction SMILES: Cl[CH2:2][CH2:3][S:4]([C:7]1[CH:12]=[CH:11][C:10]([OH:13])=[CH:9][CH:8]=1)(=[O:6])=[O:5].[CH2:14]([CH:21]1[CH2:26][CH2:25][NH:24][CH2:23][CH2:22]1)[C:15]1[CH:20]=[CH:19][CH:18]=[CH:17][CH:16]=1>C(Cl)Cl>[CH2:14]([CH:21]1[CH2:26][CH2:25][N:24]([CH2:2][CH2:3][S:4]([C:7]2[CH:12]=[CH:11][C:10]([OH:13])=[CH:9][CH:8]=2)(=[O:6])=[O:5])[CH2:23][CH2:22]1)[C:15]1[CH:20]=[CH:19][CH:18]=[CH:17][CH:16]=1. Procedure details: To a solution of 40.0 g 4-(2-chloro-ethanesulfonyl)-phenol (181 mmol) in 600 ml CH2Cl2 were added 69.9 g 4-benzylpiperidine (399 mmol). After stirring for 16 h at r. t. the reaction mixture was concentrated to 100 ml and directly purified by chromatography over silica gel (CH2Cl2/MeOH/NH3 19/1/0.1). Recrystallization from ethyl acetatelhexane (2:1) yielded 25 g product (70 mmol, 38%). Starting materials: CC(=O)OC(C)=O, CCCCCCC(C)Oc1ccc(-c2ccc(C(=O)OC)cc2)cc1N(C)C, ClCCl, Cl, [Na+], O=[N+]([O-])[O-], O. Product: CCCCCCC(C)Oc1cc([N+](=O)[O-])c(-c2ccc(C(=O)OC)cc2)cc1N(C)C. Reaction SMILES: [CH3:1][C:2]([O:3][C:4](=[O:5])[CH3:6])=[O:7].[CH3:8][O:9][C:10](=[O:11])[c:12]1[cH:13][cH:14][c:15](-[c:18]2[cH:19][c:20]([N:33]([CH3:34])[CH3:35])[c:21]([O:24][CH:25]([CH2:26][CH2:27][CH2:28][CH2:29][CH2:30][CH3:31])[CH3:32])[cH:22][cH:23]2)[cH:16][cH:17]1.[Cl:42][CH2:43][Cl:44].[ClH:41].[Na+:36].[O-:37][N+:38]([O-:39])=[O:40].[OH2:45]>>[CH3:8][O:9][C:10](=[O:11])[c:12]1[cH:13][cH:14][c:15](-[c:18]2[cH:19][c:20]([N:33]([CH3:34])[CH3:35])[c:21]([O:24][CH:25]([CH2:26][CH2:27][CH2:28][CH2:29][CH2:30][CH3:31])[CH3:32])[cH:22][c:23]2[N+:38](=[O:37])[O-:39])[cH:16][cH:17]1. Starting materials: Br, O=Cc1ccc(Cl)cc1, N=C(NN)NN=Cc1ccc(Cl)c(Cl)c1. Yields the product Br, N=C(NN=Cc1ccc(Cl)cc1)NN=Cc1ccc(Cl)c(Cl)c1. RXN SMILES: [BrH:1].[Cl:17][c:18]1[cH:19][cH:20][c:21]([CH:22]=[O:23])[cH:24][cH:25]1.[NH2:2][NH:3][C:4](=[NH:5])[NH:6][N:7]=[CH:8][c:9]1[cH:10][c:11]([Cl:16])[c:12]([Cl:15])[cH:13][cH:14]1>>[BrH:1].[N:2]([NH:3][C:4](=[NH:5])[NH:6][N:7]=[CH:8][c:9]1[cH:10][c:11]([Cl:16])[c:12]([Cl:15])[cH:13][cH:14]1)=[CH:22][c:21]1[cH:20][cH:19][c:18]([Cl:17])[cH:25][cH:24]1. Starting materials: S1C=CC=2C(NCCC21)=O (6,7-dihydro-5H-thieno[3,2-c]pyridin-4-one), IC=1C=NC=CC1C (3-iodo-4-methyl-pyridine), trans-N,N′-dimethyl-cyclohexyl-1,2-diamine, P(=O)([O-])([O-])[O-].[K+].[K+].[K+] (potassium phosphate). The reagents and catalysts are [Cu](I)I (copper iodide). Solvent: O1CCOCC1 (1,4-dioxane). Product: CC1=C(C=NC=C1)N1C(C2=C(CC1)SC=C2)=O (5-(4-Methyl-pyridin-3-yl)-6,7-dihydro-5H-thieno[3,2-c]pyridin-4-one). Isolated yield 56.4%. Reaction SMILES: [S:1]1[C:9]2[CH2:8][CH2:7][NH:6][C:5](=[O:10])[C:4]=2[CH:3]=[CH:2]1.I[C:12]1[CH:13]=[N:14][CH:15]=[CH:16][C:17]=1[CH3:18].P([O-])([O-])([O-])=O.[K+].[K+].[K+]>[Cu](I)I.O1CCOCC1>[CH3:18][C:17]1[CH:16]=[CH:15][N:14]=[CH:13][C:12]=1[N:6]1[CH2:7][CH2:8][C:9]2[S:1][CH:2]=[CH:3][C:4]=2[C:5]1=[O:10] |f:2.3.4.5|. Reported procedure: Using analogous reaction conditions as described in example 1, 6,7-dihydro-5H-thieno[3,2-c]pyridin-4-one (I-7d: 100 mg, 0.6527 mmol) was reacted with 3-iodo-4-methyl-pyridine (171.5 mg, 0.7832 mmol), 1,4-dioxane (20 mL), copper iodide (9.7 mg, 0.0652 mmol), trans-N,N′-dimethyl-cyclohexyl-1,2-diamine (27.8 mg, 0.1958 mmol) and potassium phosphate (346.3 mg, 1.6318 mmol) to afford the crude product. Purification by column chromatography on silica gel (2% methanol in CHCl3) afforded 90 mg of the pr... The solvent is O1CCCC1 (tetrahydrofuran). The reactants are [N+](=O)([O-])C1=C(C=C(C=C1)N[C@@H]1CC[C@H](CC1)OCC(=O)N1CCN(CC1)C1=CC=C(C=C1)C(F)(F)F)C(F)(F)F (2-[Trans-4-(4-nitro-3-trifluoromethyl-phenylamino)-cyclohexyloxy]-1-[4-(4-trifluoromethyl-phenyl)-piperazin-1-yl]-ethanone), [H-].[Na+] (sodium hydride), CI (methyl iodide). Reported procedure: 2-[Trans-4-(4-nitro-3-trifluoromethyl-phenylamino)-cyclohexyloxy]-1-[4-(4-trifluoromethyl-phenyl)-piperazin-1-yl]-ethanone (172 mg, 0.30 mmol, prepared in accordance with Example 11) and sodium hydride (12 mg, 0.30 mmol) were placed under an inert atmosphere. Dry tetrahydrofuran (3 mL) was then added. After gas evolution ceased, methyl iodide (20 μL, 0.31 mmol) was added under stirring to the dark orange colored solution. The resulting mixture was stirred at room temperature. After an hour, HPLC... As a reaction SMILES: [N+:1]([C:4]1[CH:9]=[CH:8][C:7]([NH:10][C@H:11]2[CH2:16][CH2:15][C@H:14]([O:17][CH2:18][C:19]([N:21]3[CH2:26][CH2:25][N:24]([C:27]4[CH:32]=[CH:31][C:30]([C:33]([F:36])([F:35])[F:34])=[CH:29][CH:28]=4)[CH2:23][CH2:22]3)=[O:20])[CH2:13][CH2:12]2)=[CH:6][C:5]=1[C:37]([F:40])([F:39])[F:38])([O-:3])=[O:2].[H-].[Na+].[CH3:43]I>O1CCCC1>[CH3:43][N:10]([C:7]1[CH:8]=[CH:9][C:4]([N+:1]([O-:3])=[O:2])=[C:5]([C:37]([F:40])([F:39])[F:38])[CH:6]=1)[C@H:11]1[CH2:16][CH2:15][C@H:14]([O:17][CH2:18][C:19]([N:21]2[CH2:22][CH2:23][N:24]([C:27]3[CH:32]=[CH:31][C:30]([C:33]([F:34])([F:35])[F:36])=[CH:29][CH:28]=3)[CH2:25][CH2:26]2)=[O:20])[CH2:13][CH2:12]1 |f:1.2|. The product is CN([C@@H]1CC[C@H](CC1)OCC(=O)N1CCN(CC1)C1=CC=C(C=C1)C(F)(F)F)C1=CC(=C(C=C1)[N+](=O)[O-])C(F)(F)F (2-{trans-4-[methyl(4-nitro-3-trifluoromethyl-phenyl)-amino]-cyclohexyloxy}-1-[4-(4-trifluoromethyl-phenyl)-piperazin-1-yl]-ethanone). Reactants: CS(C)=O, CCNC(=O)C1OC(n2cnc3c(NCC(c4ccccc4)c4ccccc4)nc(Cl)nc32)C(O)C1O, C1CCC2=NCCCN2CC1, Nc1ccccc1O. The product is CCNC(=O)C1OC(n2cnc3c(NCC(c4ccccc4)c4ccccc4)nc(Nc4ccccc4O)nc32)C(O)C1O. Reaction SMILES: [CH3:57][S:58]([CH3:59])=[O:60].[Cl:1][c:2]1[n:3][c:4]([NH:23][CH2:24][CH:25]([c:26]2[cH:27][cH:28][cH:29][cH:30][cH:31]2)[c:32]2[cH:33][cH:34][cH:35][cH:36][cH:37]2)[c:5]2[n:6][cH:7][n:8]([CH:11]3[CH:12]([OH:13])[CH:14]([OH:15])[CH:16]([C:18](=[O:19])[NH:20][CH2:21][CH3:22])[O:17]3)[c:9]2[n:10]1.[N:46]12[CH2:47][CH2:48][CH2:49][N:50]=[C:51]1[CH2:52][CH2:53][CH2:54][CH2:55][CH2:56]2.[NH2:38][c:39]1[cH:40][cH:41][cH:42][cH:43][c:44]1[OH:45]>>[c:2]1([NH:38][c:39]2[cH:40][cH:41][cH:42][cH:43][c:44]2[OH:45])[n:3][c:4]([NH:23][CH2:24][CH:25]([c:26]2[cH:27][cH:28][cH:29][cH:30][cH:31]2)[c:32]2[cH:33][cH:34][cH:35][cH:36][cH:37]2)[c:5]2[n:6][cH:7][n:8]([CH:11]3[CH:12]([OH:13])[CH:14]([OH:15])[CH:16]([C:18](=[O:19])[NH:20][CH2:21][CH3:22])[O:17]3)[c:9]2[n:10]1.